Dataset: the Open Reaction Database (ORD), a public repository of structured organic reaction records. Task: describe an organic reaction: reactants, conditions, products, and yield Yields the product ClCC=1C=CC(=NC1)OCC=1N=C(OC1C)C1=CC=CC=C1 (5-chloromethyl-2-(5-methyl-2-phenyl-4-oxazolylmethoxy)pyridine). Procedure details: Thionyl chloride (5.39 g) was added to a mixture of 6-(5-methyl-2-phenyl-4-oxazolylmethoxy)-3-pyridylmethanol (12.2 g) and toluene (200 ml), which was stirred at room temperature for 1 hour. Ice water was added to the reaction mixture, which was neutralized with saturated aqueous sodium bicarbonate solution, and was extracted with ethyl acetate. The organic layer was washed with water, dried over anhydrous magnesium sulfate, and concentrated. The residue was subjected to silica gel column chroma... Isolated yield 90.3%. Reactants: C([O-])(O)=O.[Na+] (sodium bicarbonate), S(=O)(Cl)Cl (Thionyl chloride), CC1=C(N=C(O1)C1=CC=CC=C1)COC1=CC=C(C=N1)CO (6-(5-methyl-2-phenyl-4-oxazolylmethoxy)-3-pyridylmethanol), Ice water. Run at time 1 hour. The solvent is C1(=CC=CC=C1)C (toluene). As a reaction SMILES: S(Cl)([Cl:3])=O.[CH3:5][C:6]1[O:10][C:9]([C:11]2[CH:16]=[CH:15][CH:14]=[CH:13][CH:12]=2)=[N:8][C:7]=1[CH2:17][O:18][C:19]1[N:24]=[CH:23][C:22]([CH2:25]O)=[CH:21][CH:20]=1.C(=O)(O)[O-].[Na+]>C1(C)C=CC=CC=1>[Cl:3][CH2:25][C:22]1[CH:21]=[CH:20][C:19]([O:18][CH2:17][C:7]2[N:8]=[C:9]([C:11]3[CH:16]=[CH:15][CH:14]=[CH:13][CH:12]=3)[O:10][C:6]=2[CH3:5])=[N:24][CH:23]=1 |f:2.3|. RXN SMILES: [Cl:1][C:2]1[CH:3]=[C:4]([N:9]2[C:14](=[O:15])[C:13]([O:16][CH3:17])=[C:12](Br)[CH:11]=[N:10]2)[CH:5]=[CH:6][C:7]=1[F:8].[CH3:19][S:20][C:21]1[CH:26]=[CH:25][C:24](B(O)O)=[CH:23][CH:22]=1.N>>[Cl:1][C:2]1[CH:3]=[C:4]([N:9]2[C:14](=[O:15])[C:13]([O:16][CH3:17])=[C:12]([C:24]3[CH:25]=[CH:26][C:21]([S:20][CH3:19])=[CH:22][CH:23]=3)[CH:11]=[N:10]2)[CH:5]=[CH:6][C:7]=1[F:8]. Procedure details: The title compound is prepared according to the method of Example 6 starting with 2-(3-chloro-4-fluorophenyl)-4-methoxy-5-bromo-3(2H)-pyridazinone in place of 2-benzyl-5-methoxy-4-bromo-3(2H)-pyridazinone and substituting 4-(methylthio)benzeneboronic acid in place of 4-fluorobenzeneboronic acid (yield: 3.2 g, 63%). 1H NMR (300 MHz, CDCl3) δ 2.53 (s, 3H), 4.13 (s, 3H), 7.25 (t J=9 Hz, 1H), 7.35 (d, J=9 Hz 2H), 7.52 (d, J=9 Hz, 2H), 7.55-7.64 (m, 1H), 7.78 (dd, J=9 Hz, 3 Hz, 1H), 7.93 (s, 2H). MS ... Reactants: ClC=1C=C(C=CC1F)N1N=CC(=C(C1=O)OC)Br (2-(3-chloro-4-fluorophenyl)-4-methoxy-5-bromo-3(2H)-pyridazinone), CSC1=CC=C(C=C1)B(O)O (4-(methylthio)benzeneboronic acid), N (NH3). The product is ClC=1C=C(C=CC1F)N1N=CC(=C(C1=O)OC)C1=CC=C(C=C1)SC (2-(3-Chloro-4-fluorophenyl)-4methoxy-5-[4-(methylthio)phenyl]-3(2H)-pyridazinone). The reactants are CCOC(=O)c1ccccc1CBr, CCOC(=O)C(C)(C)c1ccc(O)cc1. The product is CCOC(=O)c1ccccc1COc1ccc(C(C)(C)C(=O)OCC)cc1. Reaction SMILES: [Br:16][CH2:17][c:18]1[c:19]([C:24](=[O:25])[O:26][CH2:27][CH3:28])[cH:20][cH:21][cH:22][cH:23]1.[CH3:1][C:2]([C:3](=[O:4])[O:5][CH2:6][CH3:7])([CH3:8])[c:9]1[cH:10][cH:11][c:12]([OH:15])[cH:13][cH:14]1>>[CH3:1][C:2]([C:3](=[O:4])[O:5][CH2:6][CH3:7])([CH3:8])[c:9]1[cH:10][cH:11][c:12]([O:15][CH2:17][c:18]2[c:19]([C:24](=[O:25])[O:26][CH2:27][CH3:28])[cH:20][cH:21][cH:22][cH:23]2)[cH:13][cH:14]1. Starting materials: C(C1=CC=CC=C1)OC1=CC=C(CN2C(=NC(=C2CC(=O)O)Cl)C2=CC=CC=C2)C=C1 (1-(4-benzyloxybenzyl)-4-chloro-2-phenylimidazole-5-acetic acid), Cl (hydrogen chloride). Run in C(C)O (ethanol). Product: OC1=CC=C(CN2C(=NC(=C2CC(=O)O)Cl)C2=CC=CC=C2)C=C1 (1-(4-hydroxybenzyl)-4-chloro-2-phenylimidazole-5-acetic acid). The yield is 13.6%. As a reaction SMILES: C([O:8][C:9]1[CH:31]=[CH:30][C:12]([CH2:13][N:14]2[C:18]([CH2:19][C:20]([OH:22])=[O:21])=[C:17]([Cl:23])[N:16]=[C:15]2[C:24]2[CH:29]=[CH:28][CH:27]=[CH:26][CH:25]=2)=[CH:11][CH:10]=1)C1C=CC=CC=1.Cl>C(O)C>[OH:8][C:9]1[CH:10]=[CH:11][C:12]([CH2:13][N:14]2[C:18]([CH2:19][C:20]([OH:22])=[O:21])=[C:17]([Cl:23])[N:16]=[C:15]2[C:24]2[CH:25]=[CH:26][CH:27]=[CH:28][CH:29]=2)=[CH:30][CH:31]=1. Reported procedure: 1.3 g of 1-(4-benzyloxybenzyl)-4-chloro-2-phenylimidazole-5-acetic acid was boiled in 50 ml of ethanol saturated with hydrogen chloride for 7 hours. The reaction solution was evaporated to dryness under reduced pressure, and 50 ml each of a 5% aqueous sodium carbonate solution and ethyl acetate were added to the residue to shake to mix. The ethyl acetate layer was washed and evaporated to dryness under reduced pressure. Recrystallization of the residue from 10 ml of acetonitrile yielded 140 mg o... The reactants are NC1=C(C(=CC=C1)Br)O (2-amino-6-bromophenol), C([O-])(O)=O.[Na+] (sodium bicarbonate), ClCC(=O)Cl (chloroacetyl chloride). Run in C(C)#N (acetonitrile), O (water), CCOC(=O)C (EtOAc). Run at temperature 0 celsius. The product is BrC1=CC=CC2=C1OCC(N2)=O (8-Bromo-2H-benzo[b][1,4]oxazin-3(4H)-one). Isolated yield 94.0%. RXN SMILES: [NH2:1][C:2]1[CH:7]=[CH:6][CH:5]=[C:4]([Br:8])[C:3]=1[OH:9].C(=O)(O)[O-].[Na+].Cl[CH2:16][C:17](Cl)=[O:18]>C(#N)C.O.CCOC(C)=O>[Br:8][C:4]1[C:3]2[O:9][CH2:16][C:17](=[O:18])[NH:1][C:2]=2[CH:7]=[CH:6][CH:5]=1 |f:1.2|. Procedure details: To a solution of 2-amino-6-bromophenol (1 g, 5.32 mmol) in acetonitrile (10 mL) and water (10 mL) was added sodium bicarbonate (1.028 g, 12.23 mmol). The mixture was cooled to 0° C. and chloroacetyl chloride (0.554 mL, 6.91 mmol) was added dropwise. The reaction was refluxed overnight. After cooling to room temperature, the mixture was diluted with EtOAc, washed with water, dried over anhydrous MgSO4, filtered, and concentrated to afford the title compound (1.14 g, 94% yield) as a dark brown sol... The reactants are CCOC(C)=O, COCc1cc(OC)c(-c2cccc3c(N(CC4CC4)C(=O)OC(C)(C)C)c(COC)nn23)c(OC)c1, Cl, [Na+], [OH-]. Product: COCc1cc(OC)c(-c2cccc3c(NCC4CC4)c(COC)nn23)c(OC)c1. RXN SMILES: [CH3:41][CH2:42][O:43][C:44](=[O:45])[CH3:46].[CH:1]1([CH2:4][N:5]([C:6](=[O:7])[O:8][C:9]([CH3:10])([CH3:11])[CH3:12])[c:13]2[c:14]([CH2:35][O:36][CH3:37])[n:15][n:16]3[c:17]2[cH:18][cH:19][cH:20][c:21]3-[c:22]2[c:23]([O:33][CH3:34])[cH:24][c:25]([CH2:30][O:31][CH3:32])[cH:26][c:27]2[O:28][CH3:29])[CH2:2][CH2:3]1.[ClH:38].[Na+:40].[OH-:39]>>[CH:1]1([CH2:4][NH:5][c:13]2[c:14]([CH2:35][O:36][CH3:37])[n:15][n:16]3[c:17]2[cH:18][cH:19][cH:20][c:21]3-[c:22]2[c:23]([O:33][CH3:34])[cH:24][c:25]([CH2:30][O:31][CH3:32])[cH:26][c:27]2[O:28][CH3:29])[CH2:2][CH2:3]1. Reactants: OB(O)c1cc(Cl)cc(Cl)c1, Nc1nccc(NCCNc2cc(Cl)nc(N)n2)n1. The product is Nc1nccc(NCCNc2cc(-c3cc(Cl)cc(Cl)c3)nc(N)n2)n1. RXN SMILES: [Cl:20][c:21]1[cH:22][c:23]([B:28]([OH:29])[OH:30])[cH:24][c:25]([Cl:27])[cH:26]1.[NH2:1][c:2]1[n:3][cH:4][cH:5][c:6]([NH:8][CH2:9][CH2:10][NH:11][c:12]2[n:13][c:14]([NH2:19])[n:15][c:16]([Cl:18])[cH:17]2)[n:7]1>>[NH2:1][c:2]1[n:3][cH:4][cH:5][c:6]([NH:8][CH2:9][CH2:10][NH:11][c:12]2[n:13][c:14]([NH2:19])[n:15][c:16](-[c:23]3[cH:22][c:21]([Cl:20])[cH:26][c:25]([Cl:27])[cH:24]3)[cH:17]2)[n:7]1.